From a dataset of the Open Reaction Database (ORD), a public repository of structured organic reaction records. describe an organic reaction: reactants, conditions, products, and yield Reactants: O=C([O-])[O-], CC(C)(C)[SiH2]OC(C)(C)C(CO[Si](C)(C)C(C)(C)C)COS(C)(=O)=O, CN(C)C=O, [K+], [K+], O, COc1cc(O)c(C=O)cc1-c1cccs1. Product: COc1cc(OCC(CO[Si](C)(C)C(C)(C)C)C(C)(C)O[SiH2]C(C)(C)C)c(C=O)cc1-c1cccs1. RXN SMILES: [C:17](=[O:18])([O-:19])[O-:20].[C:23]([CH3:24])([CH3:25])([CH3:26])[Si:27]([O:28][CH2:29][CH:30]([CH2:31][O:32][S:33]([CH3:34])(=[O:35])=[O:36])[C:37]([O:38][SiH2:39][C:40]([CH3:41])([CH3:42])[CH3:43])([CH3:44])[CH3:45])([CH3:46])[CH3:47].[CH3:48][N:49]([CH3:50])[CH:51]=[O:52].[K+:21].[K+:22].[OH2:53].[OH:1][c:2]1[c:3]([CH:4]=[O:5])[cH:6][c:7](-[c:12]2[s:13][cH:14][cH:15][cH:16]2)[c:8]([O:10][CH3:11])[cH:9]1>>[O:1]([c:2]1[c:3]([CH:4]=[O:5])[cH:6][c:7](-[c:12]2[s:13][cH:14][cH:15][cH:16]2)[c:8]([O:10][CH3:11])[cH:9]1)[CH2:31][CH:30]([CH2:29][O:28][Si:27]([C:23]([CH3:24])([CH3:25])[CH3:26])([CH3:46])[CH3:47])[C:37]([O:38][SiH2:39][C:40]([CH3:41])([CH3:42])[CH3:43])([CH3:44])[CH3:45]. The reactants are O=C([O-])[O-], CO, Cl, [K+], [K+], NO, O, O=C1CC(c2ccccc2)c2ccccc21. Product: ON=C1CC(c2ccccc2)c2ccccc21. Reaction SMILES: [C:19](=[O:20])([O-:21])[O-:22].[CH3:17][OH:18].[ClH:27].[K+:23].[K+:24].[NH2:25][OH:26].[OH2:28].[c:1]1([CH:7]2[CH2:8][C:9](=[O:16])[c:10]3[cH:11][cH:12][cH:13][cH:14][c:15]32)[cH:2][cH:3][cH:4][cH:5][cH:6]1>>[c:1]1([CH:7]2[CH2:8][C:9](=[N:25][OH:26])[c:10]3[cH:11][cH:12][cH:13][cH:14][c:15]32)[cH:2][cH:3][cH:4][cH:5][cH:6]1. Reactants: CCCCCC1=C(C=CC(=O)OC)Cc2cc(OC)ccc21, CCOC(C)=O, CO, [Na+], [OH-]. Yields the product CCCCCC1=C(C=CC(=O)O)Cc2cc(OC)ccc21. RXN SMILES: [CH3:1][O:2][C:3]([CH:4]=[CH:5][C:6]1=[C:14]([CH2:15][CH2:16][CH2:17][CH2:18][CH3:19])[c:13]2[c:8]([cH:9][c:10]([O:20][CH3:21])[cH:11][cH:12]2)[CH2:7]1)=[O:22].[CH3:25][CH2:26][O:27][C:28](=[O:29])[CH3:30].[CH3:31][OH:32].[Na+:24].[OH-:23]>>[O:2]=[C:3]([CH:4]=[CH:5][C:6]1=[C:14]([CH2:15][CH2:16][CH2:17][CH2:18][CH3:19])[c:13]2[c:8]([cH:9][c:10]([O:20][CH3:21])[cH:11][cH:12]2)[CH2:7]1)[OH:22]. The reactants are C(C(C)C)C1NCCC1 (2-isobutylpyrrolidine), [N+](=O)([O-])C1=CC=C(C(=O)O)C=C1 (4-nitrobenzoic acid), CC(CCN)C (3-methylbutan-1-amine), N=1C=CN2C1C=C(C=C2)CNC(=O)C2=CC=C(S2)C(=O)[O-].[Li+] (lithium 5-(imidazo[1,2-a]pyridin-7-ylmethylcarbamoyl)thiophene-2-carboxylate). Yields the product N=1C=CN2C1C=C(C=C2)CNC(=O)C=2SC(=CC2)C(=O)N2C(CCC2)CC(C)C (N-(imidazo[1,2-a]pyridin-7-ylmethyl)-5-{[2-(2-methylpropyl)pyrrolidin-1-yl]carbonyl}thiophene-2-carboxamide). Reaction SMILES: [CH2:1]([CH:5]1[CH2:9][CH2:8][CH2:7][NH:6]1)[CH:2]([CH3:4])[CH3:3].CC(C)CCN.[N:16]1[CH:17]=[CH:18][N:19]2[CH:24]=[CH:23][C:22]([CH2:25][NH:26][C:27]([C:29]3[S:33][C:32]([C:34]([O-])=[O:35])=[CH:31][CH:30]=3)=[O:28])=[CH:21][C:20]=12.[Li+].[N+](C1C=CC(C(O)=O)=CC=1)([O-])=O>>[N:16]1[CH:17]=[CH:18][N:19]2[CH:24]=[CH:23][C:22]([CH2:25][NH:26][C:27]([C:29]3[S:33][C:32]([C:34]([N:6]4[CH2:7][CH2:8][CH2:9][CH:5]4[CH2:1][CH:2]([CH3:4])[CH3:3])=[O:35])=[CH:31][CH:30]=3)=[O:28])=[CH:21][C:20]=12 |f:2.3|. Procedure: The title compound was prepared as described in Example 1A, substituting), 2-isobutylpyrrolidine for 3-methylbutan-1-amine and lithium 5-(imidazo[1,2-a]pyridin-7-ylmethylcarbamoyl)thiophene-2-carboxylate for 4-nitrobenzoic acid. 1H NMR (300 MHz, DMSO-d6). δ ppm 9.23 (t, J=6.0 Hz, 1H), 8.49 (dd, J=6.9, 0.9 Hz, 1H), 7.90-7.88 (m, 1H), 7.79 (d, J=4.0 Hz, 1H), 7.60 (d, J=4.0 Hz, 1H), 7.52 (d, J=1.2 Hz, 1H), 7.42-7.39 (m, 1H), 6.85 (dd, J=7.0, 1.7 Hz, 1H), 4.49 (d, J=5.9 Hz, 2H), 4.35-4.23 (m, 1H), 3...